This data is from the Open Reaction Database (ORD), a public repository of structured organic reaction records. The task is: describe an organic reaction: reactants, conditions, products, and yield Reactants: FC1=CC=C(C=C1)C1C=C(C2=CC=CC=C12)C=1N=CNC1 (4-[3-(4-fluorophenyl)-3H-inden-1-yl]-1H-imidazole). Reagents/catalysts: C(C)O (ethanol). Yields the product FC1=CC=C(C=C1)C1CC(C2=CC=CC=C12)C=1N=CNC1 (4-[3-(4-Fluorophenyl)-2,3-dihydro-1H-inden-1-yl]-1H-imidazole). RXN SMILES: [F:1][C:2]1[CH:7]=[CH:6][C:5]([CH:8]2[C:16]3[C:11](=[CH:12][CH:13]=[CH:14][CH:15]=3)[C:10]([C:17]3[N:18]=[CH:19][NH:20][CH:21]=3)=[CH:9]2)=[CH:4][CH:3]=1>C(O)C>[F:1][C:2]1[CH:7]=[CH:6][C:5]([CH:8]2[C:16]3[C:11](=[CH:12][CH:13]=[CH:14][CH:15]=3)[CH:10]([C:17]3[N:18]=[CH:19][NH:20][CH:21]=3)[CH2:9]2)=[CH:4][CH:3]=1. Reported procedure: The mixture of the isomers of 4-[3-(4-fluorophenyl)-3H-inden-1-yl]-1H-imidazole was hydrogenated in ethanol using 10% palladium on charcoal as a catalyst. The mixture was filtered through Celite, and the solvent was evaporated. The crude 4-[3-(4-fluorophenyl)-2,3-dihydro-1H-inden-1-yl]-1H-imidazole which was the mixture of the cis and trans diastereomers (the ratio 95.5:4.5) was purified by flash chromatography (elution with a dichloromethane-methanol gradient). Starting materials: CC1(CC=C(C=2C=C(C=CC12)C#CC1=CC=C(C(=O)OCC)C=C1)C=1SC=CN1)C (ethyl 4-[(7,8-dihydro-8,8-dimethyl-5-(2-thiazolyl)naphth-3-yl)ethynyl]benzoate), CC1(CC=C(C=2C=C(C=CC12)C#CC1=CC=C(C(=O)OCC)C=C1)C=1SC=CN1)C (ethyl 4-[(7,8-dihydro-8,8-dimethyl-5-(2-thiazolyl)naphth-3-yl)ethynyl]benzoate), FC(S(=O)(=O)OC=1C=2C=C(C=CC2C(CC1)(C)C)C#CC1=CC=C(C(=O)OCC)C=C1)(F)F (ethyl 4-[(5-trifluoromethylsulfonyloxy-7,8-dihydro-8,8-dimethylnaphth-3-yl)ethynyl]benzoate), FC(S(=O)(=O)OC=1C=2C=C(C=CC2C(CC1)(C)C)C#CC1=CC=C(C(=O)OCC)C=C1)(F)F (ethyl 4-[(5-trifluoromethylsulfonyloxy-7,8-dihydro-8,8-dimethylnaphth-3-yl)ethynyl]benzoate). Yields the product CC1(CC=C(C=2C=C(C=CC12)C#CC1=CC=C(C(=O)OCC)C=C1)C=1OC=CC1)C (Ethyl 4-[(7,8-dihydro-8,8-dimethyl-5-(2-furyl]naphth-3-yl)ethynyl]benzoate). RXN SMILES: [CH3:1][C:2]1([CH3:30])[C:11]2[CH:10]=[CH:9][C:8]([C:12]#[C:13][C:14]3[CH:24]=[CH:23][C:17]([C:18]([O:20][CH2:21][CH3:22])=[O:19])=[CH:16][CH:15]=3)=[CH:7][C:6]=2[C:5]([C:25]2SC=CN=2)=[CH:4][CH2:3]1.FC(F)(F)S([O:36][C:37]1C2C=C(C#CC3C=CC(C(OCC)=O)=CC=3)C=CC=2C(C)(C)[CH2:45][CH:46]=1)(=O)=O>>[CH3:30][C:2]1([CH3:1])[C:11]2[CH:10]=[CH:9][C:8]([C:12]#[C:13][C:14]3[CH:24]=[CH:23][C:17]([C:18]([O:20][CH2:21][CH3:22])=[O:19])=[CH:16][CH:15]=3)=[CH:7][C:6]=2[C:5]([C:25]2[O:36][CH:37]=[CH:46][CH:45]=2)=[CH:4][CH2:3]1. Reported procedure: Employing the same general procedure as for the preparation of ethyl 4-[(7,8-dihydro-8,8-dimethyl-5-(2-thiazolyl)naphth-3-yl)ethynyl]benzoate (Compound 67), 250.0 mg (0.52 mmol) of ethyl 4-[(5-trifluoromethylsulfonyloxy-7,8-dihydro-8,8-dimethylnaphth-3-yl)ethynyl]benzoate (Compound 66) was converted into the title compound (colorless solid) using 142.4 mg (1.045 mmol) of zinc chloride, 24.1 mg (0.02 mmol) of tetrakis(triphenylphosphine)palladium(0) and 2-lithiofuran (prepared by the addition of ... Reactants: C(C)(C)(C)C=1C=C(C=CC1)NC(=O)C1=CC=C2C=CC(=CC2=C1)OC1=CC(=NC=C1)NC(OC(C)(C)C)=O (tert-butyl {4-[(7-{[(3-tert-butylphenyl)amino]carbonyl}-2-naphthyl)oxy]pyridin-2-yl}carbamate). Solvent: Cl (HCl), O1CCOCC1 (1,4-dioxane). Run at time 3 hour. Product: NC1=NC=CC(=C1)OC1=CC=C2C=CC(=CC2=C1)C(=O)NC1=CC(=CC=C1)C(C)(C)C (7-[(2-aminopyridin-4-yl)oxy]-N-(3-tert-butylphenyl)-2-naphthamide). Isolated yield 115.8%. RXN SMILES: [C:1]([C:5]1[CH:6]=[C:7]([NH:11][C:12]([C:14]2[CH:23]=[C:22]3[C:17]([CH:18]=[CH:19][C:20]([O:24][C:25]4[CH:30]=[CH:29][N:28]=[C:27]([NH:31]C(=O)OC(C)(C)C)[CH:26]=4)=[CH:21]3)=[CH:16][CH:15]=2)=[O:13])[CH:8]=[CH:9][CH:10]=1)([CH3:4])([CH3:3])[CH3:2]>Cl.O1CCOCC1>[NH2:31][C:27]1[CH:26]=[C:25]([O:24][C:20]2[CH:21]=[C:22]3[C:17]([CH:16]=[CH:15][C:14]([C:12]([NH:11][C:7]4[CH:8]=[CH:9][CH:10]=[C:5]([C:1]([CH3:4])([CH3:3])[CH3:2])[CH:6]=4)=[O:13])=[CH:23]3)=[CH:18][CH:19]=2)[CH:30]=[CH:29][N:28]=1. Reported procedure: A solution of [tert-butyl {4-[(7-{[(3-tert-butylphenyl)amino]carbonyl}-2-naphthyl)oxy]pyridin-2-yl}carbamate (1.05 g, 2.05 mmol;) in 4M HCl in 1,4-dioxane (40 mL) was allowed to stir under an atmosphere of nitrogen for 3 h. The solvents were evaporated to give 7-[(2-aminopyridin-4-yl)oxy]-N-(3-tert-butylphenyl)-2-naphthamide (977 mg, 98%). The reactants are CC(C)C(COCc1ccccc1)C(=O)N1C(=O)OCC1Cc1ccccc1, C1CCOC1, [Li+], [Na+], [Na+], [Na+], O=C([O-])O, [OH-], O, OO, O=S([O-])[O-]. Yields the product CC(C)C(COCc1ccccc1)C(=O)O. As a reaction SMILES: [CH2:1]([CH:2]1[CH2:3][O:4][C:5](=[O:6])[N:7]1[C:14]([CH:15]([CH:16]([CH3:17])[CH3:18])[CH2:19][O:20][CH2:21][c:22]1[cH:23][cH:24][cH:25][cH:26][cH:27]1)=[O:28])[c:8]1[cH:9][cH:10][cH:11][cH:12][cH:13]1.[CH2:44]1[O:45][CH2:46][CH2:47][CH2:48]1.[Li+:32].[Na+:37].[Na+:38].[Na+:43].[O-:39][C:40]([OH:41])=[O:42].[OH-:31].[OH2:49].[OH:29][OH:30].[S:33](=[O:34])([O-:35])[O-:36]>>[C:14]([CH:15]([CH:16]([CH3:17])[CH3:18])[CH2:19][O:20][CH2:21][c:22]1[cH:23][cH:24][cH:25][cH:26][cH:27]1)([OH:28])=[O:34]. Reactants: BrC1=CC(=C2C=CC3=C(C=CC4=CC=C1C2=C34)Br)Br (1,3,6-tribromopyrene), CC1=CC=C(C2=CC=CC=C12)B(O)O (4-methyl-1-naphthaleneboronic acid), P(=O)([O-])([O-])[O-].[K+].[K+].[K+] (tripotassium phosphate), CN(C=O)C (dimethylformamide). Reagents/catalysts: [Br-].C(CCC)[N+](CCCC)(CCCC)CCCC (tetrabutylammonium bromide), C(C)(=O)[O-].[Pd+2].C(C)(=O)[O-] (palladium acetate). Solvent: O (water). Reaction conditions: temperature 130 celsius, time 9 hour. Yields the product CC1=CC=C(C2=CC=CC=C12)C1=CC(=C2C=CC3=C(C=CC4=CC=C1C2=C34)C3=CC=C(C4=CC=CC=C34)C)C3=CC=C(C4=CC=CC=C34)C (1,3,6-tri(4-methylnaphthalene-1-yl)pyrene). Yield: 133.9%. RXN SMILES: Br[C:2]1[C:15]2[C:16]3=[C:17]4[C:12](=[CH:13][CH:14]=2)[CH:11]=[CH:10][C:9](Br)=[C:8]4[CH:7]=[CH:6][C:5]3=[C:4](Br)[CH:3]=1.[CH3:20][C:21]1[C:30]2[C:25](=[CH:26][CH:27]=[CH:28][CH:29]=2)[C:24](B(O)O)=[CH:23][CH:22]=1.P([O-])([O-])([O-])=O.[K+].[K+].[K+].CN(C)C=O>[Br-].C([N+](CCCC)(CCCC)CCCC)CCC.C([O-])(=O)C.[Pd+2].C([O-])(=O)C.O>[CH3:20][C:21]1[C:30]2[C:25](=[CH:26][CH:27]=[CH:28][CH:29]=2)[C:24]([C:2]2[C:15]3[C:16]4=[C:17]5[C:12](=[CH:13][CH:14]=3)[CH:11]=[CH:10][C:9]([C:24]3[C:25]6[C:30](=[CH:29][CH:28]=[CH:27][CH:26]=6)[C:21]([CH3:20])=[CH:22][CH:23]=3)=[C:8]5[CH:7]=[CH:6][C:5]4=[C:4]([C:2]3[C:15]4[C:16](=[CH:17][CH:12]=[CH:13][CH:14]=4)[C:5]([CH3:6])=[CH:4][CH:3]=3)[CH:3]=2)=[CH:23][CH:22]=1 |f:2.3.4.5,7.8,9.10.11|. Reported procedure: A mixed solution of 2 g of 1,3,6-tribromopyrene, 3.4 g of 4-methyl-1-naphthaleneboronic acid, 5.8 g of tripotassium phosphate, 0.88 g of tetrabutylammonium bromide, 61 mg of palladium acetate and 140 ml of deaerated dimethylformamide was heated while stirred under nitrogen gas stream at a temperature of 130° C. for 9 hours. After cooling the mixed solution to room temperature, 500 ml of water was injected thereinto to extract therefrom with 200 ml of dichloromethane. The organic layer was washed... Reactants: CN1C(N(C2=C1C=CC=C2)C)=O (1,3-dimethyl-1,3-dihydro-2H-benzimidazol-2-one), ClCCCCC(=O)Cl (5-chlorovaleryl chloride). Yields the product ClCCCCC(=O)C1=CC2=C(N(C(N2C)=O)C)C=C1 (5-(5-Chloropentanoyl)-1,3-dimethyl-1,3-dihydro-2H-benzimidazol-2-one). Yield: 70.7%. RXN SMILES: [CH3:1][N:2]1[C:6]2[CH:7]=[CH:8][CH:9]=[CH:10][C:5]=2[N:4]([CH3:11])[C:3]1=[O:12].[Cl:13][CH2:14][CH2:15][CH2:16][CH2:17][C:18](Cl)=[O:19]>>[Cl:13][CH2:14][CH2:15][CH2:16][CH2:17][C:18]([C:8]1[CH:9]=[CH:10][C:5]2[N:4]([CH3:11])[C:3](=[O:12])[N:2]([CH3:1])[C:6]=2[CH:7]=1)=[O:19]. Procedure: Using 1,3-dimethyl-1,3-dihydro-2H-benzimidazol-2-one (3.00 g) and 5-chlorovaleryl chloride (5.74 g) according to the same method as that of Reference Example 1, the title compound (3.67 g) was obtained as colorless crystals. Reaction SMILES: [CH3:1][N:2]([C:3](=[NH:4])[NH:5][C:6]1=[N:10][C:9](=[O:11])[C:8](=[CH:12][c:13]2[cH:14][cH:15][c:16]([N:19]3[CH2:20][CH2:21][C:22](=[O:25])[CH2:23][CH2:24]3)[cH:17][cH:18]2)[S:7]1)[CH3:26].[NH2:27][CH2:28][CH:29]([CH2:30][O:31][c:32]1[cH:33][cH:34][cH:35][cH:36][cH:37]1)[OH:38]>>[CH3:1][N:2]([C:3](=[NH:4])[NH:5][C:6]1=[N:10][C:9](=[O:11])[C:8](=[CH:12][c:13]2[cH:14][cH:15][c:16]([N:19]3[CH2:20][CH2:21][CH:22]([NH:27][CH2:28][CH:29]([CH2:30][O:31][c:32]4[cH:33][cH:34][cH:35][cH:36][cH:37]4)[OH:38])[CH2:23][CH2:24]3)[cH:17][cH:18]2)[S:7]1)[CH3:26]. Product: CN(C)C(=N)NC1=NC(=O)C(=Cc2ccc(N3CCC(NCC(O)COc4ccccc4)CC3)cc2)S1. Starting materials: CN(C)C(=N)NC1=NC(=O)C(=Cc2ccc(N3CCC(=O)CC3)cc2)S1, NCC(O)COc1ccccc1.